This data is from the Open Reaction Database (ORD), a public repository of structured organic reaction records. The task is: describe an organic reaction: reactants, conditions, products, and yield The reactants are C(CCC)[Li] (n-Butyllithium), CC1=CC=NC=C1 (4-methylpyridine), C1CCOC1 (THF), C1(CCCC1)OC=1C=C(C=CC1OC)C(=O)C=1OC=CC1 ((3-cyclopentyloxy-4-methoxyphenyl)-(2-furyl)ketone), C1CCOC1 (THF). Reaction conditions: temperature -70 celsius, time 0.5 hour. The product is C1(CCCC1)OCOC=1C=C(C=CC1)C(CC1=CC=NC=C1)(O)C=1OC=CC1 ((±)-4-[2-(3-Cyclopentyloxymethoxyphenyl)-2-(2-furyl)-2-hydroxyethyl]pyridine). Isolated yield 49.0%. RXN SMILES: [CH2:1]([Li])CCC.[CH3:6][C:7]1[CH:12]=[CH:11][N:10]=[CH:9][CH:8]=1.[CH:13]1([O:18][C:19]2[CH:20]=[C:21]([C:27]([C:29]3[O:30][CH:31]=[CH:32][CH:33]=3)=[O:28])[CH:22]=[CH:23][C:24]=2OC)CCCC1.[CH2:34]1[CH2:38][O:37][CH2:36][CH2:35]1>>[CH:38]1([O:37][CH2:13][O:18][C:19]2[CH:20]=[C:21]([C:27]([C:29]3[O:30][CH:31]=[CH:32][CH:33]=3)([OH:28])[CH2:6][C:7]3[CH:12]=[CH:11][N:10]=[CH:9][CH:8]=3)[CH:22]=[CH:23][CH:24]=2)[CH2:34][CH2:35][CH2:36][CH2:1]1. Reported procedure: The alcohol (3.2 g) was stirred with manganese (IV) oxide (10 g) in CH2Cl2 (100 ml) at RT for 3 h. The mixture was filtered through Celite® and the filtrate concentrated in vacuo. The residual dark oil was subjected to chromatography (SiO2) to give (3-cyclopentyloxy-4-methoxyphenyl)-(2-furyl)ketone (1.9 g); vmax (neat) 1620cm-1. n-Butyllithium (1.6M solution in hexanes; 4.2 ml, 6.64 mmol) was added to a solution of a 4-methylpyridine (0.62 g, 0.65 ml, 6.64 mmol) in THF (25 ml) at -70° C. After 0... The reactants are C(C)(=O)[O-].[Na+] (sodium acetate), OC1=CC=C(C=C1)C(=O)C=1OC=CC1 ((2-furyl) (4-hydroxyphenyl) ketone), S1C(=CC=C1)C(=O)C1=C(C(=C(C=C1)O)C)C ((2-Thienyl) (2,3-dimethyl-4-hydroxyphenyl)ketone), BrBr (bromine), Example 1 ( A ). The solvent is CO (methanol), O (water), C(C)(=O)O (acetic acid). Reaction conditions: time 2 hour. The product is [Br-].[Br-].C1(=CC=CC=C1)O (phenol dibromide). Reaction SMILES: C([O-])(=O)C.[Na+].[OH:6][C:7]1[CH:12]=[CH:11][C:10](C(C2OC=CC=2)=O)=[CH:9][CH:8]=1.S1C=CC=C1C(C1C=CC(O)=C(C)C=1C)=O.[Br:36]Br>C(O)(=O)C.O.CO>[Br-:36].[Br-:36].[C:7]1([OH:6])[CH:12]=[CH:11][CH:10]=[CH:9][CH:8]=1 |f:0.1,8.9.10|. Procedure: There was introduced into a solution of 28 g sodium acetate and 60 ml methanol 19 g of (2-furyl) (4-hydroxyphenyl) ketone (m.pt.=164° C.) prepared according to the method described in Example 1 (A) and (B), and then there was introduced dropwise 11 ml of bromine dissolved in 14 ml of acetic acid. After 2 hours stirring at ambient temperature, the mixture was poured into three volumes of water and the precipitate isolated. After recrystallisation in dichloroethane there was obtained 22 g of pheno... The reactants are N1(CCOCC1)CCCP(OCC)(=O)C1=CC=CC=C1 (ethyl [3-(morpholin-4-yl)propyl](phenyl)phosphinate). RXN SMILES: [N:1]1([CH2:7][CH2:8][CH2:9][P:10]([C:15]2[CH:20]=[CH:19][CH:18]=[CH:17][CH:16]=2)(=[O:14])[O:11]CC)[CH2:6][CH2:5][O:4][CH2:3][CH2:2]1>Cl>[N:1]1([CH2:7][CH2:8][CH2:9][P:10]([C:15]2[CH:20]=[CH:19][CH:18]=[CH:17][CH:16]=2)(=[O:11])[OH:14])[CH2:6][CH2:5][O:4][CH2:3][CH2:2]1. The solvent is Cl (HCl). Reported procedure: A solution of ethyl [3-(morpholin-4-yl)propyl](phenyl)phosphinate (300 mg, 1.0 mmol) in 4N HCl (5 ml) was refluxed for 18 hours. Lyophilization afforded 310 mg (100%) of the title compound as an amorphous hygroscopic solid; MS: 270 m/z (M+H)+. Yields the product N1(CCOCC1)CCCP(O)(=O)C1=CC=CC=C1 ([3-(Morpholin-4-yl)propyl](phenyl)phosphinic acid). The yield is 115.1%. Starting materials: solution, C(CCC)[Li] (n-butyllithium), CP(OC)(OC)=O (dimethyl methylphosphonate), C(CCC)C(C(=O)OCC)=C (ethyl 2-n-butylacrylate), C(CCC)C(C(=O)OCC)=C (Ethyl 2-n-butylacrylate), C(C)(=O)O (acetic acid). Solvent: C(C)OCC (diethyl ether), O1CCCC1 (tetrahydrofuran), O1CCCC1 (tetrahydrofuran). Run at time 10 minute. Product: O=C(CP(OC)(OC)=O)C(CCCC)=C (dimethyl 2-oxo-3-methylene-n-heptylphosphonate). Yield: 69.0%. Reaction SMILES: C([Li])CCC.[CH3:6][P:7](=[O:12])([O:10][CH3:11])[O:8][CH3:9].[CH2:13]([C:17](=[CH2:23])[C:18](OCC)=[O:19])[CH2:14][CH2:15][CH3:16].C(O)(=O)C>C(OCC)C.O1CCCC1>[O:19]=[C:18]([C:17](=[CH2:23])[CH2:13][CH2:14][CH2:15][CH3:16])[CH2:6][P:7](=[O:12])([O:10][CH3:11])[O:8][CH3:9]. Reported procedure: A 2N solution (400 ml.) of n-butyllithium in diethyl ether was added dropwise to a solution of dimethyl methylphosphonate (110 g.) in pure anhydrous tetrahydrofuran (700 ml.) with stirring under nitrogen, while the reaction temperature was kept within the range of -50° to -60°C. After 10 minutes, a solution of ethyl 2-n-butylacrylate (prepared as described in (1) above; 60 g.) in tetrahydrofuran (150 ml.) was added dropwise to the reaction mixture at -65° to -70°C. and stirred for 4 hours at the... Reactants: CC(C)(C)OC(=O)N(CCCl)CCCl, N#CCc1ccc(Cl)cc1Cl, [H-], [Na+], CN(C)C=O. Product: CC(C)(C)OC(=O)N1CCC(C#N)(c2ccc(Cl)cc2Cl)CC1. As a reaction SMILES: [C:1]([CH3:2])([CH3:3])([CH3:4])[O:5][C:6]([N:7]([CH2:8][CH2:9][Cl:13])[CH2:11][CH2:12][Cl:10])=[O:14].[Cl:15][c:16]1[c:17]([CH2:23][C:24]#[N:25])[cH:18][cH:19][c:20]([Cl:22])[cH:21]1.[H-:27].[Na+:26].[O:28]=[CH:29][N:30]([CH3:31])[CH3:32]>>[C:1]([CH3:2])([CH3:3])([CH3:4])[O:5][C:6]([N:7]1[CH2:8][CH2:9][C:23]([c:17]2[c:16]([Cl:15])[cH:21][c:20]([Cl:22])[cH:19][cH:18]2)([C:24]#[N:25])[CH2:12][CH2:11]1)=[O:14].